This data is from the Open Reaction Database (ORD), a public repository of structured organic reaction records. The task is: describe an organic reaction: reactants, conditions, products, and yield The product is Cl, CN(C(=O)N(C)C1CNCC1c1ccc(F)cc1)c1cc(C(F)(F)F)cc(C(F)(F)F)c1. As a reaction SMILES: [CH3:40][CH:41]([OH:42])[CH3:43].[ClH:44].[F:1][C:2]([c:3]1[cH:4][c:5]([N:13]([C:14](=[O:15])[N:16]([CH:17]2[CH2:18][N:19]([C:29]([O:30][C:31]([CH3:32])([CH3:33])[CH3:34])=[O:35])[CH2:20][CH:21]2[c:22]2[cH:23][cH:24][c:25]([F:28])[cH:26][cH:27]2)[CH3:36])[CH3:37])[cH:6][c:7]([C:9]([F:10])([F:11])[F:12])[cH:8]1)([F:38])[F:39]>>[ClH:44].[F:1][C:2]([c:3]1[cH:4][c:5]([N:13]([C:14](=[O:15])[N:16]([CH:17]2[CH2:18][NH:19][CH2:20][CH:21]2[c:22]2[cH:23][cH:24][c:25]([F:28])[cH:26][cH:27]2)[CH3:36])[CH3:37])[cH:6][c:7]([C:9]([F:10])([F:11])[F:12])[cH:8]1)([F:38])[F:39]. Reactants: CC(C)O, Cl, CN(C(=O)N(C)C1CN(C(=O)OC(C)(C)C)CC1c1ccc(F)cc1)c1cc(C(F)(F)F)cc(C(F)(F)F)c1. Starting materials: FC1=C(C=C(C=C1)NC(=O)N)C(F)(F)F (1-(4-fluoro-3-(trifluoromethyl)phenyl)urea), FC1=C(C=C(C=C1)NC(=O)N)C(F)(F)F (1-(4-fluoro-3-(trifluoromethyl)phenyl)urea), FC=1C=C(C=C(N)C1)C(F)(F)F (5-fluoro-3-(trifluoromethyl)aniline). The product is FC=1C=C(C=C(C1)C(F)(F)F)NC(=O)N (1-(3-Fluoro-5-(trifluoromethyl)phenyl)urea). RXN SMILES: F[C:2]1[CH:7]=[CH:6][C:5]([NH:8][C:9]([NH2:11])=[O:10])=[CH:4][C:3]=1[C:12]([F:15])([F:14])[F:13].[F:16]C1C=C(C(F)(F)F)C=C(C=1)N>>[F:16][C:7]1[CH:6]=[C:5]([NH:8][C:9]([NH2:11])=[O:10])[CH:4]=[C:3]([C:12]([F:15])([F:14])[F:13])[CH:2]=1. Procedure details: The title compound is prepared in analogy to 1-(4-fluoro-3-(trifluoromethyl)phenyl)urea (intermediate 42), using 5-fluoro-3-(trifluoromethyl)aniline (1.00 g, 5.58 mmol) as starting material. Yield: 630 mg; ESI mass spectrum [M+H]+=223; Retention time HPLC: 0.91 min (Z018_S04). RXN SMILES: [NH2:1][C:2]1[CH:3]=[C:4]2[C:9](=[CH:10][C:11]=1[C:12]([OH:14])=[O:13])[N:8]=[C:7]([C:15]([F:18])([F:17])[F:16])[CH:6]=[CH:5]2.[Br:19][C:20]1[CH:21]=[C:22]([C:32](O)=O)[N:23]([C:25]2[C:30]([Cl:31])=[CH:29][CH:28]=[CH:27][N:26]=2)[N:24]=1>>[Br:19][C:20]1[CH:21]=[C:22]([C:32]2[O:13][C:12](=[O:14])[C:11]3[C:2](=[CH:3][C:4]4[C:9]([CH:10]=3)=[N:8][C:7]([C:15]([F:18])([F:16])[F:17])=[CH:6][CH:5]=4)[N:1]=2)[N:23]([C:25]2[C:30]([Cl:31])=[CH:29][CH:28]=[CH:27][N:26]=2)[N:24]=1. Reactants: NC=1C=C2C=CC(=NC2=CC1C(=O)O)C(F)(F)F (6-Amino-2-trifluoromethyl-quinoline-7-carboxylic acid), BrC=1C=C(N(N1)C1=NC=CC=C1Cl)C(=O)O (5-Bromo-2-(3-chloro-pyridin-2-yl)-2H-pyrazole-3-carboxylic acid). Procedure: Prepared from 6-Amino-2-trifluoromethyl-quinoline-7-carboxylic acid and 5-Bromo-2-(3-chloro-pyridin-2-yl)-2H-pyrazole-3-carboxylic acid analogously to the procedure described in step h) of example H-18. This gives the title compound as orange crystals. Product: BrC=1C=C(N(N1)C1=NC=CC=C1Cl)C1=NC2=CC3=CC=C(N=C3C=C2C(O1)=O)C(F)(F)F (2-[5-Bromo-2-(3-chloro-pyridin-2-yl)-2H-pyrazol-3-yl]-6-trifluoromethyl-3-oxa-1,5-diaza-anthracen-4-one). The reactants are C(C)O (ethanol), BrC1=C(C=O)C=CC(=C1OC)OC (2-Bromoveratraldehyde), CSC1=CC=C(C=C1)B(O)O (4-(methylthio)benzeneboronic acid), C([O-])([O-])=O.[Na+].[Na+] (sodium carbonate), tetrakis (triphenylphosphine)palladium. Run in O (water), C1(=CC=CC=C1)C (toluene). The product is COC1=CC(=C(C=O)C=C1OC)C1=CC=C(C=C1)SC (4,5-dimethoxy-2-(4-methylthiophenyl)benzaldehyde). Yield: 71.5%. As a reaction SMILES: Br[C:2]1[C:9]([O:10][CH3:11])=[C:8]([O:12][CH3:13])[CH:7]=[CH:6][C:3]=1[CH:4]=[O:5].[CH3:14][S:15][C:16]1[CH:21]=[CH:20][C:19](B(O)O)=[CH:18][CH:17]=1.C(=O)([O-])[O-].[Na+].[Na+].C(O)C>C1(C)C=CC=CC=1.O>[CH3:13][O:12][C:8]1[C:9]([O:10][CH3:11])=[CH:2][C:3]([CH:4]=[O:5])=[C:6]([C:19]2[CH:20]=[CH:21][C:16]([S:15][CH3:14])=[CH:17][CH:18]=2)[CH:7]=1 |f:2.3.4|. Reported procedure: 2-Bromoveratraldehyde (25 g, 103.3 mmol) and 4-(methylthio)benzeneboronic acid (19.66 g, 118.5 mmol) were dissolved in toluene (550 mL) and sodium carbonate (2M, 103 mL, 206 mmol) was added. To this reaction mixture was added ethanol (50 mL) followed by tetrakis (triphenylphosphine)palladium (3.4 g, 2.5 mmol) and the reaction mixture was refluxed overnight under nitrogen atmosphere. The reaction mixture was cooled to room temperature, diluted with water (250 mL) and extracted with ethyl acetate ...